This data is from the Open Reaction Database (ORD), a public repository of structured organic reaction records. The task is: describe an organic reaction: reactants, conditions, products, and yield RXN SMILES: [C:1](Cl)(=[O:8])[C:2]1[CH:7]=[CH:6][CH:5]=[CH:4][CH:3]=1.[CH3:10][O:11][C:12]([C:14]1([F:20])[CH2:18][CH2:17][CH2:16][CH:15]1[OH:19])=[O:13].Cl>N1C=CC=CC=1>[CH3:10][O:11][C:12]([C:14]1([F:20])[CH2:18][CH2:17][CH2:16][CH:15]1[O:19][C:1](=[O:8])[C:2]1[CH:7]=[CH:6][CH:5]=[CH:4][CH:3]=1)=[O:13]. Solvent: N1=CC=CC=C1 (pyridine). Procedure: .045 g (3 mmol) of benzoyl chloride was added under ice cooling to a mixture of 0.5 g (3 mmol) of the 1-fluoro-2-hydroxy-1-cyclopentanecarboxylic acid methyl ester in cis form (compound number 2a) synthesized in Example 1 and 2 ml of pyridine, the temperature of the mixture was brought back to room temperature, and the mixture was stirred for 5 hours. The reaction solution was poured into a diluted aqueous hydrochloric acid solution and extracted with ethyl acetate and the extract was successive... The yield is 85.1%. Conditions: time 5 hour. Product: COC(=O)C1(C(CCC1)OC(C1=CC=CC=C1)=O)F (2-benzoyloxy-1-fluoro-cyclopentanecarboxylic acid methyl ester). Reactants: C(C1=CC=CC=C1)(=O)Cl (benzoyl chloride), COC(=O)C1(C(CCC1)O)F (1-fluoro-2-hydroxy-1-cyclopentanecarboxylic acid methyl ester), 2a, 4a, Cl (hydrochloric acid). Starting materials: C1(CCCCC1)C(O)C=1C(=NN(C1)C1=CC=C(C=C1)OC(F)(F)F)COC (cyclohexyl{3-(methoxymethyl)-1-[4-(trifluoromethoxy)phenyl]-1H-pyrazol-4-yl}methanol), NC1=CC=C(C=C1)C(=O)N(CCC(=O)OCC)C (ethyl 3-{[(4-aminophenyl)carbonyl](methyl)amino}propanoate). Product: C1(CCCCC1)C(C=1C(=NN(C1)C1=CC=C(C=C1)OC(F)(F)F)COC)NC1=CC=C(C=C1)C(=O)N(CCC(=O)O)C (3-[({4-[(cyclohexyl{3-(methoxymethyl)-1-[4-(trifluoromethoxy)phenyl]-1H-pyrazol-4-yl}methyl)amino]phenyl}carbonyl)(methyl)amino]propanoic acid). The yield is 36.6%. As a reaction SMILES: [CH:1]1([CH:7]([C:9]2[C:10]([CH2:25][O:26][CH3:27])=[N:11][N:12]([C:14]3[CH:19]=[CH:18][C:17]([O:20][C:21]([F:24])([F:23])[F:22])=[CH:16][CH:15]=3)[CH:13]=2)O)[CH2:6][CH2:5][CH2:4][CH2:3][CH2:2]1.[NH2:28][C:29]1[CH:34]=[CH:33][C:32]([C:35]([N:37]([CH3:45])[CH2:38][CH2:39][C:40]([O:42]CC)=[O:41])=[O:36])=[CH:31][CH:30]=1>>[CH:1]1([CH:7]([NH:28][C:29]2[CH:30]=[CH:31][C:32]([C:35]([N:37]([CH3:45])[CH2:38][CH2:39][C:40]([OH:42])=[O:41])=[O:36])=[CH:33][CH:34]=2)[C:9]2[C:10]([CH2:25][O:26][CH3:27])=[N:11][N:12]([C:14]3[CH:19]=[CH:18][C:17]([O:20][C:21]([F:24])([F:23])[F:22])=[CH:16][CH:15]=3)[CH:13]=2)[CH2:6][CH2:5][CH2:4][CH2:3][CH2:2]1. Reported procedure: Using cyclohexyl{3-(methoxymethyl)-1-[4-(trifluoromethoxy)phenyl]-1H-pyrazol-4-yl}methanol (0.75 g) synthesized in Example 33(3) and ethyl 3-{[(4-aminophenyl)carbonyl](methyl)amino}propanoate (0.59 g) synthesized in Example 2(2) and in the same manner as in Example 1(7), the title object compound (0.42 g, 39%) was obtained as a colorless solid.